Dataset: the Open Reaction Database (ORD), a public repository of structured organic reaction records. Task: describe an organic reaction: reactants, conditions, products, and yield Starting materials: ClCCC(=O)C1=CC=CC=C1 (3-Chloro-propiophenone), tert-butylamine amino, CC(C(=O)C=1C=CC=C(C1)Cl)NC(C)(C)C (bupropion), BrBr (bromine), C(C)(C)(C)N (tert-butylamine). The solvent is C(Cl)Cl (methylene chloride). Yields the product CC(C(=O)C=1C=CC=C(C1)Cl)NC(C)(C)C.C1(=CC=CC=C1)C (bupropion toluene). As a reaction SMILES: ClCC[C:4]([C:6]1[CH:11]=[CH:10][CH:9]=[CH:8][CH:7]=1)=O.BrBr.C(N)(C)(C)C.[CH3:19][CH:20]([NH:30][C:31]([CH3:34])([CH3:33])[CH3:32])[C:21]([C:23]1[CH:24]=[CH:25][CH:26]=[C:27]([Cl:29])[CH:28]=1)=[O:22]>C(Cl)Cl>[CH3:19][CH:20]([NH:30][C:31]([CH3:32])([CH3:34])[CH3:33])[C:21]([C:23]1[CH:24]=[CH:25][CH:26]=[C:27]([Cl:29])[CH:28]=1)=[O:22].[C:6]1([CH3:4])[CH:11]=[CH:10][CH:9]=[CH:8][CH:7]=1 |f:5.6|. Procedure details: 3-Chloro-propiophenone starting material was brominated in methylene chloride by dropping bromine under controlled conditions. On reaction completion the mother liquor was worked up and then the second reaction was executed by transferring the bromoderivative solution onto the tert-butylamine. The second substitution reaction (the tert-butylamine amino-group substitutes the bromine atom) forms the final bupropion molecule. After work up of the mother liquor, a bupropion toluene solution was obta...